Dataset: the Open Reaction Database (ORD), a public repository of structured organic reaction records. Task: describe an organic reaction: reactants, conditions, products, and yield Procedure: 60% Sodium hydride (2 mg) was added to a solution of 6-[2-(5-methyl-2-acetoxyphenyl)cyclopent-1-enyl]pyridine-2-carboxylic acid ethyl ester in ethanol (5 ml) and left overnight at room temperature then diluted with water/diethyl ether and acidified with acetic acid. The organic phase was washed with saturated sodium bicarbonate solution, dried (magnesium sulphate) and evaporated to give the title compound as a pale yellow gum (271 mg, 99%). LC/MS: Rt 3.3 [MH+] 324.4 Run in O.C(C)OCC (water diethyl ether), C(C)O (ethanol). Reaction conditions: time 8 hour. Reactants: [H-].[Na+] (Sodium hydride), C(C)OC(=O)C1=NC(=CC=C1)C1=C(CCC1)C1=C(C=CC(=C1)C)OC(C)=O (6-[2-(5-methyl-2-acetoxyphenyl)cyclopent-1-enyl]pyridine-2-carboxylic acid ethyl ester), C(C)(=O)O (acetic acid). The product is C(C)OC(=O)C1=NC(=CC=C1)C1=C(CCC1)C1=C(C=CC(=C1)C)O (6-[2-(5-Methyl-2-Hydroxyphenyl)Cyclopent-1-Enyl]Pyridine-2-Carboxylic Acid Ethyl Ester). As a reaction SMILES: [H-].[Na+].[CH2:3]([O:5][C:6]([C:8]1[CH:13]=[CH:12][CH:11]=[C:10]([C:14]2[CH2:18][CH2:17][CH2:16][C:15]=2[C:19]2[CH:24]=[C:23]([CH3:25])[CH:22]=[CH:21][C:20]=2[O:26]C(=O)C)[N:9]=1)=[O:7])[CH3:4].C(O)(=O)C>C(O)C.O.C(OCC)C>[CH2:3]([O:5][C:6]([C:8]1[CH:13]=[CH:12][CH:11]=[C:10]([C:14]2[CH2:18][CH2:17][CH2:16][C:15]=2[C:19]2[CH:24]=[C:23]([CH3:25])[CH:22]=[CH:21][C:20]=2[OH:26])[N:9]=1)=[O:7])[CH3:4] |f:0.1,5.6|. The yield is 99.0%. Reactants: CCCC[N+](CCCC)(CCCC)CCCC, CC#N, O=C(CCl)Cc1ccccc1, CCN(CC)CCNC(=O)c1cc(Cl)c(N)cc1O. Yields the product CCN(CC)CCNC(=O)c1cc(Cl)c(N)cc1OCC(=O)Cc1ccccc1. Reaction SMILES: [CH3:1][CH2:2][CH2:3][CH2:4][N+:5]([CH2:6][CH2:7][CH2:8][CH3:9])([CH2:10][CH2:11][CH2:12][CH3:13])[CH2:14][CH2:15][CH2:16][CH3:17].[CH3:48][C:49]#[N:50].[Cl:37][CH2:38][C:39]([CH2:40][c:41]1[cH:42][cH:43][cH:44][cH:45][cH:46]1)=[O:47].[NH2:18][c:19]1[cH:20][c:21]([OH:36])[c:22]([C:23](=[O:24])[NH:25][CH2:26][CH2:27][N:28]([CH2:29][CH3:30])[CH2:31][CH3:32])[cH:33][c:34]1[Cl:35]>>[NH2:18][c:19]1[cH:20][c:21]([O:36][CH2:38][C:39]([CH2:40][c:41]2[cH:42][cH:43][cH:44][cH:45][cH:46]2)=[O:47])[c:22]([C:23](=[O:24])[NH:25][CH2:26][CH2:27][N:28]([CH2:29][CH3:30])[CH2:31][CH3:32])[cH:33][c:34]1[Cl:35].